Dataset: the Open Reaction Database (ORD), a public repository of structured organic reaction records. Task: describe an organic reaction: reactants, conditions, products, and yield The reactants are C(C1=CC=C(C(=O)OC)C=C1)(=O)OC (dimethyl terephthalate), C(CCCO)O (1,4-butanediol). Solvent: CO (methanol). The product is C(CCC)(O)O (butanediol), C(C1=CC=C(C(=O)OC)C=C1)(=O)OC (dimethyl terephthalate). As a reaction SMILES: [C:1]([O:13][CH3:14])(=[O:12])[C:2]1[CH:11]=[CH:10][C:5]([C:6]([O:8][CH3:9])=[O:7])=[CH:4][CH:3]=1.C(O)CCCO>CO>[CH:6]([OH:8])([OH:7])[CH2:5][CH2:4][CH3:3].[C:6]([O:8][CH3:9])(=[O:7])[C:5]1[CH:10]=[CH:11][C:2]([C:1]([O:13][CH3:14])=[O:12])=[CH:3][CH:4]=1. Reported procedure: First, dimethyl terephthalate and 1,4-butanediol (the latter in an excess of 5-60, preferably 10-45, mol are reacted with one another at from 150° to 220° C. at from 0.7 to 1.5 bar for from 30 to 90, preferably from 40 to 70, minutes, transesterification taking place and the methanol formed, together with excess butanediol and small amounts of oligomeric and polymeric compounds and residual amounts of dimethyl terephthalate, being transferred with the vapors to a column into which a liquid resid... Starting materials: CCOC(=O)c1ccc(C(F)(F)F)cc1Br, COCCOC, COc1ccc(B(O)O)cc1OC, [Na+], [Na+], O=C([O-])[O-], c1ccc(P(c2ccccc2)(c2ccccc2)[Pd](P(c2ccccc2)(c2ccccc2)c2ccccc2)(P(c2ccccc2)(c2ccccc2)c2ccccc2)P(c2ccccc2)(c2ccccc2)c2ccccc2)cc1. Product: CCOC(=O)c1ccc(C(F)(F)F)cc1-c1ccc(OC)c(OC)c1. As a reaction SMILES: [Br:1][c:2]1[c:3]([C:4](=[O:5])[O:6][CH2:7][CH3:8])[cH:9][cH:10][c:11]([C:13]([F:14])([F:15])[F:16])[cH:12]1.[CH3:113][O:114][CH2:115][CH2:116][O:117][CH3:118].[CH3:17][O:18][c:19]1[cH:20][c:21]([B:27]([OH:28])[OH:29])[cH:22][cH:23][c:24]1[O:25][CH3:26].[Na+:30].[Na+:31].[O-:32][C:33](=[O:34])[O-:35].[cH:36]1[cH:37][cH:38][c:39]([P:40]([Pd:41]([P:42]([c:43]2[cH:44][cH:45][cH:46][cH:47][cH:48]2)([c:49]2[cH:50][cH:51][cH:52][cH:53][cH:54]2)[c:55]2[cH:56][cH:57][cH:58][cH:59][cH:60]2)([P:61]([c:62]2[cH:63][cH:64][cH:65][cH:66][cH:67]2)([c:68]2[cH:69][cH:70][cH:71][cH:72][cH:73]2)[c:74]2[cH:75][cH:76][cH:77][cH:78][cH:79]2)[P:80]([c:81]2[cH:82][cH:83][cH:84][cH:85][cH:86]2)([c:87]2[cH:88][cH:89][cH:90][cH:91][cH:92]2)[c:93]2[cH:94][cH:95][cH:96][cH:97][cH:98]2)([c:99]2[cH:100][cH:101][cH:102][cH:103][cH:104]2)[c:105]2[cH:106][cH:107][cH:108][cH:109][cH:110]2)[cH:111][cH:112]1>>[c:2]1(-[c:21]2[cH:20][c:19]([O:18][CH3:17])[c:24]([O:25][CH3:26])[cH:23][cH:22]2)[c:3]([C:4](=[O:5])[O:6][CH2:7][CH3:8])[cH:9][cH:10][c:11]([C:13]([F:14])([F:15])[F:16])[cH:12]1. The reactants are ClCCl, Cc1ccc(O)cc1F, O=[N+]([O-])O. Product: Cc1cc([N+](=O)[O-])c(O)cc1F. Reaction SMILES: [Cl:14][CH2:15][Cl:16].[F:5][c:6]1[cH:7][c:8]([OH:13])[cH:9][cH:10][c:11]1[CH3:12].[OH:1][N+:2]([O-:3])=[O:4]>>[O-:1][N+:2](=[O:4])[c:9]1[c:8]([OH:13])[cH:7][c:6]([F:5])[c:11]([CH3:12])[cH:10]1. Reactants: CCOP(=O)(OCC)C(F)F, CCC12CCC3c4ccc(OC)cc4CCC3C1CCC2=O, CCOC(C)=O, CC(C)[N-]C(C)C, [Li+], C1CCOC1. Yields the product CCC12CCC3c4ccc(OC)cc4CCC3C1CCC2=C(F)F. RXN SMILES: [CH2:1]([O:2][P:3](=[O:4])([O:5][CH2:6][CH3:7])[CH:9]([F:10])[F:11])[CH3:8].[CH3:20][O:21][c:22]1[cH:23][c:24]2[c:38]([cH:39][cH:40]1)[CH:37]1[CH:27]([CH2:26][CH2:25]2)[CH:28]2[CH2:29][CH2:30][C:31](=[O:41])[C:32]2([CH2:33][CH3:34])[CH2:35][CH2:36]1.[CH3:47][CH2:48][O:49][C:50](=[O:51])[CH3:52].[CH:12]([N-:13][CH:14]([CH3:15])[CH3:16])([CH3:17])[CH3:18].[Li+:19].[O:42]1[CH2:43][CH2:44][CH2:45][CH2:46]1>>[C:9]([F:10])([F:11])=[C:31]1[CH2:30][CH2:29][CH:28]2[CH:27]3[CH2:26][CH2:25][c:24]4[cH:23][c:22]([O:21][CH3:20])[cH:40][cH:39][c:38]4[CH:37]3[CH2:36][CH2:35][C:32]21[CH2:33][CH3:34]. Starting materials: O1C(C1)COC1=C(C(=O)NC2=C3C=CNC3=CC=C2)C=CC=C1 (2-[(2-oxiranyl)methoxy]-N-(1H-indol-4-yl)benzamide), C(C)(C)(CC)N (tert-pentyl-amine). Run in C(C)O (ethanol). Yields the product N1C=CC2=C(C=CC=C12)NC(C1=CC=CC=C1)=O (N-(1H-indol-4-yl)benzamide). Reaction SMILES: O1CC1CO[C:6]1[CH:23]=[CH:22][CH:21]=[CH:20][C:7]=1[C:8]([NH:10][C:11]1[CH:19]=[CH:18][CH:17]=[C:16]2[C:12]=1[CH:13]=[CH:14][NH:15]2)=[O:9].C(N)(CC)(C)C>C(O)C>[NH:15]1[C:16]2[C:12](=[C:11]([NH:10][C:8](=[O:9])[C:7]3[CH:6]=[CH:23][CH:22]=[CH:21][CH:20]=3)[CH:19]=[CH:18][CH:17]=2)[CH:13]=[CH:14]1. Procedure: 3.5 g of the product of Step B dissolved in 35 ml of ethanol was refluxed with stirring and under an inert atmosphere for 5 hours with 3 ml of tert-pentyl-amine and the solvent was evaporated off. The residue was purified by chromatography over silica (eluant: methylene chloride/methanol 9:1) to obtain 3.5 g of 2-[3-[1,1-dimethylpropyl)amino]-2-hydroxypropoxy]-N-(1H-indol-4-yl)benzamide. The reactants are ClC=1C=C(C(=O)NNC(C)(C)C)C=CC1Cl (3,4-Dichlorobenzoyl-2-tert-butylhydrazine), C(C1=CC=CC=C1)(=O)Cl (Benzoyl chloride), [OH-].[Na+] (sodium hydroxide). Solvent: C(Cl)Cl (methylene chloride), C(Cl)Cl (methylene chloride). Yields the product C(C1=CC=CC=C1)(=O)N(NC(C1=CC(=C(C=C1)Cl)Cl)=O)C(C)(C)C (1-benzoyl-1-tert-butyl-2-(3,4-dichlorobenzoyl)hydrazine). Reaction SMILES: [Cl:1][C:2]1[CH:3]=[C:4]([CH:13]=[CH:14][C:15]=1[Cl:16])[C:5]([NH:7][NH:8][C:9]([CH3:12])([CH3:11])[CH3:10])=[O:6].[OH-].[Na+].[C:19](Cl)(=[O:26])[C:20]1[CH:25]=[CH:24][CH:23]=[CH:22][CH:21]=1>C(Cl)Cl>[C:19]([N:8]([C:9]([CH3:12])([CH3:11])[CH3:10])[NH:7][C:5](=[O:6])[C:4]1[CH:13]=[CH:14][C:15]([Cl:16])=[C:2]([Cl:1])[CH:3]=1)(=[O:26])[C:20]1[CH:25]=[CH:24][CH:23]=[CH:22][CH:21]=1 |f:1.2|. Procedure: 3,4-Dichlorobenzoyl-2-tert-butylhydrazine (5.63 g, 0.0215 mole) is added to a rapidly stirring mixture of 40 mL of methylene chloride and 20 mL of 10% aqueous sodium hydroxide (2 g, 0.05 mole). Benzoyl chloride (d=1.211, 2.5 mL, 3.03 g, 0.0215 mole) in methylene chloride is added and the reaction mixture stirred vigorously for approximately three hours at ambient temperature. The resulting solid is collected and washed with water and methylene chloride. Reactants: COC1=NC(=NC=C1OC)N (4,5-dimethoxypyrimidin-2-amine), CCN(C(C)C)C(C)C (DIPEA), ClCC(=O)Cl (chloracetylchloride). Run in C(Cl)Cl (DCM). Reaction conditions: time 1 hour. The product is ClCC(=O)NC1=NC=C(C(=N1)OC)OC (2-chloro-N-(4,5-dimethoxypyrimidin-2-yl)acetamide). Reaction SMILES: [CH3:1][O:2][C:3]1[C:8]([O:9][CH3:10])=[CH:7][N:6]=[C:5]([NH2:11])[N:4]=1.CCN(C(C)C)C(C)C.[Cl:21][CH2:22][C:23](Cl)=[O:24]>C(Cl)Cl>[Cl:21][CH2:22][C:23]([NH:11][C:5]1[N:4]=[C:3]([O:2][CH3:1])[C:8]([O:9][CH3:10])=[CH:7][N:6]=1)=[O:24]. Procedure: To a solution of 4,5-dimethoxypyrimidin-2-amine (350 mg, 2.26 mmol) in DCM (3.5 mL), DIPEA (1.2 mL, 7.0 mmol) was added, followed by chloracetylchloride (0.30 mL, 3.72 mmol). The resulting dark brown reaction mixture was stirred at rt for 1 h, then quenched with water and diluted with DCM. The org. layer was separated and the aq. layer extracted with DCM (1×). The combined org. layers were washed with brine, dried (MgSO4), filtered and the solvent removed under reduced pressure to obtain 2-chlor... Starting materials: Na, OC1=C(C=O)C=CC(=C1)N1N=C(C(=N1)CC)C (2-hydroxy-4-(4-ethyl-5-methyl-2H-1,2,3-triazol-2-yl)-benzaldehyde), [N+](=O)([O-])C1=CC=C(C=C1)CC(=O)OCC (ethyl 4-nitrophenylacetate), N1CCCCC1 (piperidine), C(C)(=O)O (acetic acid). Run in C(C)O (ethanol). Product: [N+](=O)([O-])C1=CC=C(C=C1)C=1C(OC2=CC(=CC=C2C1)N1N=C(C(=N1)CC)C)=O (3-(4-nitrophenyl)-7-(4-ethyl-5-methyl-2H-1,2,3-triazol-2-yl)-coumarin). The yield is 55.0%. RXN SMILES: [OH:1][C:2]1[CH:9]=[C:8]([N:10]2[N:14]=[C:13]([CH2:15][CH3:16])[C:12]([CH3:17])=[N:11]2)[CH:7]=[CH:6][C:3]=1[CH:4]=O.[N+:18]([C:21]1[CH:26]=[CH:25][C:24]([CH2:27][C:28](OCC)=[O:29])=[CH:23][CH:22]=1)([O-:20])=[O:19].N1CCCCC1.C(O)(=O)C>C(O)C>[N+:18]([C:21]1[CH:22]=[CH:23][C:24]([C:27]2[C:28](=[O:29])[O:1][C:2]3[C:3]([CH:4]=2)=[CH:6][CH:7]=[C:8]([N:10]2[N:14]=[C:13]([CH2:15][CH3:16])[C:12]([CH3:17])=[N:11]2)[CH:9]=3)=[CH:25][CH:26]=1)([O-:20])=[O:19]. Procedure details: 50.6 g (200 mmols) of the Na salt of 2-hydroxy-4-(4-ethyl-5-methyl-2H-1,2,3-triazol-2-yl)-benzaldehyde, 41.8 g (200 mmols) of ethyl 4-nitrophenylacetate and 2 ml of piperidine are refluxed in 250 ml of ethanol for 4 hours. After the mixture has been cooled, it is neutralised with glacial acetic acid, and the residue is washed with ethanol and water, and dried: 46.3 g (61.5%). Recrystallisation from toluene yields 41.4 g (55%) of 3-(4-nitrophenyl)-7-(4-ethyl-5-methyl-2H-1,2,3-triazol-2-yl)-coumar... The reactants are C1N2CN3CN1CN(C2)C3 (hexamethylenetetramine), COC=1C=C(C(=O)OC)C=CC1C (methyl 3-methoxy-4-methylbenzoate), BrN1C(CCC1=O)=O (N-bromosuccinimide), N(=NC(C#N)(C)C)C(C#N)(C)C (2,2′-azobisisobutyronitrile). The solvent is C(C)(=O)O (acetic acid), C1=CC=CC=C1 (benzene), C1=CC=CC=C1 (benzene), O (water). Conditions: time 1 hour. Product: C(=O)C1=C(C=C(C(=O)OC)C=C1)OC (methyl 4-formyl-3-methoxybenzoate). Yield: 64.6%. Reaction SMILES: [CH3:1][O:2][C:3]1[CH:4]=[C:5]([CH:10]=[CH:11][C:12]=1[CH3:13])[C:6]([O:8][CH3:9])=[O:7].BrN1C(=[O:20])CCC1=O.N(C(C)(C)C#N)=NC(C)(C)C#N.C1N2CN3CN(C2)CN1C3>C1C=CC=CC=1.C(O)(=O)C.O>[CH:13]([C:12]1[CH:11]=[CH:10][C:5]([C:6]([O:8][CH3:9])=[O:7])=[CH:4][C:3]=1[O:2][CH3:1])=[O:20]. Procedure: 2.50 g of methyl 3-methoxy-4-methylbenzoate was dissolved in 25 mL of benzene, to which 2.72 g of N-bromosuccinimide and 0.23 g of 2,2′-azobisisobutyronitrile were successively added at room temperature, and this solution was stirred for one hour while heating it under reflux. After 3.90 g of hexamethylenetetramine dissolved in 7.8 mL of acetic acid and 7.8 mL of water was added dropwise to the reaction mixture, benzene was distilled out therefrom, and then the mixture was stirred for one hour w... The reactants are BrC1=CC=C(C=C1)NS(=O)(=O)C (N-(4-bromophenyl)methane-sulfonamide), C([O-])([O-])=O.[Na+].[Na+] (sodium carbonate), aqueous solution, COC1=CC=C(C=C1)B(O)O (4-methoxyphenyl boronic acid), tetrakis-triphenylphosphinepalladium, [Cl-].[Na+] (sodium chloride). Solvent: C1(=CC=CC=C1)C (toluene), C(C)O (ethanol). Yields the product COC1=CC=C(C=C1)C1=CC=C(C=C1)NS(=O)(=O)C (N-(4′-methoxybiphenyl-4-yl)methanesulfonamide). The yield is 17.0%. RXN SMILES: Br[C:2]1[CH:7]=[CH:6][C:5]([NH:8][S:9]([CH3:12])(=[O:11])=[O:10])=[CH:4][CH:3]=1.[CH3:13][O:14][C:15]1[CH:20]=[CH:19][C:18](B(O)O)=[CH:17][CH:16]=1.C(=O)([O-])[O-].[Na+].[Na+].[Cl-].[Na+]>C(O)C.C1(C)C=CC=CC=1>[CH3:13][O:14][C:15]1[CH:20]=[CH:19][C:18]([C:2]2[CH:7]=[CH:6][C:5]([NH:8][S:9]([CH3:12])(=[O:11])=[O:10])=[CH:4][CH:3]=2)=[CH:17][CH:16]=1 |f:2.3.4,5.6|. Procedure details: A mixture composed of 500 mg of N-(4-bromophenyl)methane-sulfonamide, 334 mg of 4-methoxyphenyl boronic acid, 55.5 mg of tetrakis-triphenylphosphinepalladium, 2 ml of a 2 M aqueous solution of sodium carbonate, 4 ml of toluene, and 1 ml of ethanol was heated under. reflux for 5 hours in an atmosphere of nitrogen. After the reaction mixture was poured into a saturated aqueous solution of sodium chloride, the product was extracted with ethyl acetate. The organic layer was washed with water and dri...